Dataset: the Open Reaction Database (ORD), a public repository of structured organic reaction records. Task: describe an organic reaction: reactants, conditions, products, and yield The reactants are CCCCC(C)CC(C=CC1C(SCCCCCC(=O)OC)=C(OS(=O)(=O)C(F)(F)F)CC1O[Si](C)(C)C(C)(C)C)O[Si](C)(C)C(C)(C)C, FC(F)(F)I, O=C(C=Cc1ccccc1)C=Cc1ccccc1, C1CCOC1, O=C(C=Cc1ccccc1)C=Cc1ccccc1, O=C(C=Cc1ccccc1)C=Cc1ccccc1, [Pd], [Pd], [Zn], c1ccc(P(c2ccccc2)c2ccccc2)cc1. Product: CCCCC(C)CC(C=CC1C(SCCCCCC(=O)OC)=C(C(F)(F)F)CC1O[Si](C)(C)C(C)(C)C)O[Si](C)(C)C(C)(C)C. As a reaction SMILES: [F:20][C:21]([F:22])([F:23])[S:24]([O:25][C:26]1=[C:27]([S:28][CH2:29][CH2:30][CH2:31][CH2:32][CH2:33][C:34](=[O:35])[O:36][CH3:37])[CH:38]([CH:49]=[CH:50][CH:51]([CH2:52][CH:53]([CH2:54][CH2:55][CH2:56][CH3:57])[CH3:58])[O:59][Si:60]([CH3:61])([CH3:62])[C:63]([CH3:64])([CH3:65])[CH3:66])[CH:39]([O:41][Si:42]([CH3:43])([CH3:44])[C:45]([CH3:46])([CH3:47])[CH3:48])[CH2:40]1)(=[O:67])=[O:68].[F:69][C:70]([F:71])([F:72])[I:73].[O:117]=[C:118]([CH:119]=[CH:120][c:121]1[cH:122][cH:123][cH:124][cH:125][cH:126]1)[CH:127]=[CH:128][c:129]1[cH:130][cH:131][cH:132][cH:133][cH:134]1.[O:74]1[CH2:75][CH2:76][CH2:77][CH2:78]1.[O:81]=[C:82]([CH:83]=[CH:84][c:85]1[cH:86][cH:87][cH:88][cH:89][cH:90]1)[CH:91]=[CH:92][c:93]1[cH:94][cH:95][cH:96][cH:97][cH:98]1.[O:99]=[C:100]([CH:101]=[CH:102][c:103]1[cH:104][cH:105][cH:106][cH:107][cH:108]1)[CH:109]=[CH:110][c:111]1[cH:112][cH:113][cH:114][cH:115][cH:116]1.[Pd:79].[Pd:80].[Zn:135].[c:1]1([P:2]([c:3]2[cH:4][cH:5][cH:6][cH:7][cH:8]2)[c:9]2[cH:10][cH:11][cH:12][cH:13][cH:14]2)[cH:15][cH:16][cH:17][cH:18][cH:19]1>>[C:26]1([C:70]([F:69])([F:71])[F:72])=[C:27]([S:28][CH2:29][CH2:30][CH2:31][CH2:32][CH2:33][C:34](=[O:35])[O:36][CH3:37])[CH:38]([CH:49]=[CH:50][CH:51]([CH2:52][CH:53]([CH2:54][CH2:55][CH2:56][CH3:57])[CH3:58])[O:59][Si:60]([CH3:61])([CH3:62])[C:63]([CH3:64])([CH3:65])[CH3:66])[CH:39]([O:41][Si:42]([CH3:43])([CH3:44])[C:45]([CH3:46])([CH3:47])[CH3:48])[CH2:40]1. Procedure details: A solution of 2-(tetrahydropyran-2-yl)oxy-1-diazoethane (prepared from 69.1 g of N-[2-(tetrahydropyran-2-yl-oxy)ethyl]urea by the procedure described in Example 18) in 600 ml of 3:1 ether-pentane is stirred with 200 ml each of ether and methanol at 0°C. 14 g of 11β,16α,17,21-tetrahydroxypregna-1,4-diene-3,20-dione, 16,17-cycloborate is added in portions. After nitrogen evolution ceases the solvents are removed in vacuo and the residue is dissolved in chloroform and chromatographed on a 150 g-sil... Product: O1C(CCCC1)OCCO[C@H]1[C@](C(CO)=O)([C@]2(C[C@@H]([C@@H]3[C@]4(C=CC(C=C4CC[C@H]3[C@@H]2C1)=O)C)O)C)O (16α-[2-(tetrahydropyran-2-yloxy)ethoxy]11β,17,21-trihydroxypregna-1,4-diene-3,20-dione). Reaction SMILES: [O:1]1[CH2:6][CH2:5][CH2:4][CH2:3][CH:2]1[O:7][CH2:8][CH:9]=[N+]=[N-].O1CCCCC1OCCNC(N)=O.CCOCC.[OH:30][C@H:31]1[CH2:51][C@@:50]2([CH3:52])[C@@H:42]([CH2:43][C@@H:44]([OH:54])[C@:45]2([OH:53])[C:46](=[O:49])[CH2:47][OH:48])[C@H:41]2[C@H:32]1[C@:33]1([CH3:56])[C:38]([CH2:39][CH2:40]2)=[CH:37][C:36](=[O:55])[CH:35]=[CH:34]1>CO>[O:1]1[CH2:6][CH2:5][CH2:4][CH2:3][CH:2]1[O:7][CH2:8][CH2:9][O:54][C@@H:44]1[CH2:43][C@@H:42]2[C@:50]([CH3:52])([CH2:51][C@H:31]([OH:30])[C@H:32]3[C@H:41]2[CH2:40][CH2:39][C:38]2[C@:33]3([CH3:56])[CH:34]=[CH:35][C:36](=[O:55])[CH:37]=2)[C@@:45]1([OH:53])[C:46](=[O:49])[CH2:47][OH:48]. Reactants: CCOCC (ether), O1C(CCCC1)OCC=[N+]=[N-] (2-(tetrahydropyran-2-yl)oxy-1-diazoethane), O1C(CCCC1)OCCNC(=O)N (N-[2-(tetrahydropyran-2-yl-oxy)ethyl]urea), O[C@@H]1[C@@H]2[C@]3(C=CC(C=C3CC[C@H]2[C@@H]2C[C@H]([C@](C(CO)=O)([C@]2(C1)C)O)O)=O)C (11β,16α,17,21-tetrahydroxypregna-1,4-diene-3,20-dione). Solvent: CO (methanol), ether-pentane.